This data is from the Open Reaction Database (ORD), a public repository of structured organic reaction records. The task is: describe an organic reaction: reactants, conditions, products, and yield Starting materials: CC(C)C(NC(=O)OC(C)(C)C)C(=O)O, CCc1cn(C2OC(CNC(=O)C(C)Oc3c(Cl)cc(Cl)c(OC)c3Cl)C(O)C2F)c(=O)[nH]c1=O. The product is CCc1cn(C2OC(CNC(=O)C(C)Oc3c(Cl)cc(Cl)c(OC)c3Cl)C(OC(=O)C(NC(=O)OC(C)(C)C)C(C)C)C2F)c(=O)[nH]c1=O. RXN SMILES: [C:36](=[O:37])([O:38][C:39]([CH3:40])([CH3:41])[CH3:42])[NH:43][CH:44]([CH:45]([CH3:46])[CH3:47])[C:48](=[O:49])[OH:50].[Cl:1][c:2]1[c:3]([O:4][CH:5]([C:6](=[O:7])[NH:8][CH2:9][CH:10]2[CH:11]([OH:26])[CH:12]([F:25])[CH:13]([n:15]3[c:16](=[O:17])[nH:18][c:19](=[O:20])[c:21]([CH2:23][CH3:24])[cH:22]3)[O:14]2)[CH3:27])[c:28]([Cl:35])[cH:29][c:30]([Cl:34])[c:31]1[O:32][CH3:33]>>[Cl:1][c:2]1[c:3]([O:4][CH:5]([C:6](=[O:7])[NH:8][CH2:9][CH:10]2[CH:11]([O:26][C:48]([CH:44]([NH:43][C:36](=[O:37])[O:38][C:39]([CH3:40])([CH3:41])[CH3:42])[CH:45]([CH3:46])[CH3:47])=[O:49])[CH:12]([F:25])[CH:13]([n:15]3[c:16](=[O:17])[nH:18][c:19](=[O:20])[c:21]([CH2:23][CH3:24])[cH:22]3)[O:14]2)[CH3:27])[c:28]([Cl:35])[cH:29][c:30]([Cl:34])[c:31]1[O:32][CH3:33]. The reactants are CC1(OC2=C(C(N1)=O)C=C(C=C2)OCC(C)=O)C (2,3-dihydro-2,2-dimethyl-6-(2-oxo-propoxy)-4H-1,3-benzoxazin-4-one), C(C1=CC=CC=C1)OC1=CC=C(C(CN)O)C=C1 (4-benzyloxy-α-(aminomethyl)benzyl alcohol), [H][H] (hydrogen). Run in CO (methanol). Yields the product C(N)(=O)C=1C=C(OCC(C)NCC(C2=CC=CC=C2)O)C=CC1O (N-[2-(3-carbamoyl-4-hydroxy-phenoxy)-1-methyl-ethyl]-aminomethyl-benzyl alcohol). Reaction SMILES: CC1(C)[NH:7][C:6](=[O:8])[C:5]2[CH:9]=[C:10]([O:13][CH2:14][C:15](=O)[CH3:16])[CH:11]=[CH:12][C:4]=2[O:3]1.C(O[C:27]1[CH:36]=[CH:35][C:30]([CH:31]([OH:34])[CH2:32][NH2:33])=[CH:29][CH:28]=1)C1C=CC=CC=1.[H][H]>CO>[C:6]([C:5]1[CH:9]=[C:10]([CH:11]=[CH:12][C:4]=1[OH:3])[O:13][CH2:14][CH:15]([NH:33][CH2:32][CH:31]([OH:34])[C:30]1[CH:35]=[CH:36][CH:27]=[CH:28][CH:29]=1)[CH3:16])(=[O:8])[NH2:7]. Procedure details: A solution of 9.6 g of 2,3-dihydro-2,2-dimethyl-6-(2-oxo-propoxy)-4H-1,3-benzoxazin-4-one and 9.37 g of 4-benzyloxy-α-(aminomethyl)benzyl alcohol in 250 ml of methanol is hydrogenated analogously to Example 1 until one equivalent of hydrogen has been taken up. The catalyst is filtered off and, after adding 40 ml of isopropylamine, the solution is refluxed for 1 hour. Evaporation of the reaction mixture yields 4-benzyloxy-α-[N-[2-(3-carbamoyl-4-hydroxy-phenoxy)-1-methyl-ethyl]-aminomethyl-benzyl ... Starting materials: CC(=O)CC(C)C, O=C1Cc2cc(CCCl)c(Cl)cc2N1, [I-], [Na+], [Na+], [Na+], O=C([O-])[O-], c1ccc2c(N3CCNCC3)nsc2c1. The product is O=C1Cc2cc(CCN3CCN(c4nsc5ccccc45)CC3)c(Cl)cc2N1. As a reaction SMILES: [CH3:38][C:39]([CH2:40][CH:41]([CH3:42])[CH3:43])=[O:44].[Cl:1][CH2:2][CH2:3][c:4]1[cH:5][c:6]2[c:10]([cH:11][c:12]1[Cl:13])[NH:9][C:8](=[O:14])[CH2:7]2.[I-:37].[Na+:30].[Na+:31].[Na+:36].[O-:32][C:33](=[O:34])[O-:35].[s:15]1[n:16][c:17]([N:24]2[CH2:25][CH2:26][NH:27][CH2:28][CH2:29]2)[c:18]2[c:19]1[cH:20][cH:21][cH:22][cH:23]2>>[CH2:2]([CH2:3][c:4]1[cH:5][c:6]2[c:10]([cH:11][c:12]1[Cl:13])[NH:9][C:8](=[O:14])[CH2:7]2)[N:27]1[CH2:26][CH2:25][N:24]([c:17]2[n:16][s:15][c:19]3[c:18]2[cH:23][cH:22][cH:21][cH:20]3)[CH2:29][CH2:28]1. Starting materials: C(C)(=O)NC=1C(=C2CC(CC2=CC1Br)NC(C)=O)[N+](=O)[O-] (N-(5-Acetylamino-6-bromo-4-nitro-indan-2-yl)-acetamide), S(O)(O)(=O)=O (sulfuric acid). Solvent: O (water). Run at temperature 90 celsius. The product is NC=1C(=C2CC(CC2=CC1Br)NC(C)=O)[N+](=O)[O-] (N-(5-amino-6-bromo-4-nitro-indan-2-yl)acetamide). Yield: 80.0%. RXN SMILES: C([NH:4][C:5]1[C:6]([N+:19]([O-:21])=[O:20])=[C:7]2[C:11](=[CH:12][C:13]=1[Br:14])[CH2:10][CH:9]([NH:15][C:16](=[O:18])[CH3:17])[CH2:8]2)(=O)C.S(=O)(=O)(O)O>O>[NH2:4][C:5]1[C:6]([N+:19]([O-:21])=[O:20])=[C:7]2[C:11](=[CH:12][C:13]=1[Br:14])[CH2:10][CH:9]([NH:15][C:16](=[O:18])[CH3:17])[CH2:8]2. Procedure details: N-(5-Acetylamino-6-bromo-4-nitro-indan-2-yl)-acetamide (1 g, 2.8 mmol) was suspended in a 2:1 mixture of sulfuric acid and water (30 mL) and heated at 90° C. for 12 h. The mixture was poured onto ice and the resulting yellow solid was collected by filtration and dried in vacuo to give (0.7 g, 80% yield). Reactants: CC1(OCC2=C(O1)C=CC(=C2)[C@@H]2CNC(O2)=O)C ((5R)-5-(2,2-dimethyl-4H-1,3-benzodioxin-6-yl)-1,3-oxazolidin-2-one), [H-].[Na+] (sodium hydride), BrCCCCCCOCCO (2-[(6-bromohexyl)oxy]ethanol), P(=O)([O-])([O-])[O-] (Phosphate). Run in CN(C)C=O (DMF), CN(C)C=O (DMF), O (water). Run at time 15 minute. Yields the product CC1(OCC2=C(O1)C=CC(=C2)[C@@H]2CN(C(O2)=O)CCCCCCOCCO)C ((5R)-5-(2,2-Dimethyl-4H-1,3-benzodioxin-6-yl)-3-{6-[2-hydroxyethoxy]-hexyl}-1,3-oxazolidin-2-one). The yield is 84.3%. As a reaction SMILES: [CH3:1][C:2]1([CH3:18])[O:7][C:6]2[CH:8]=[CH:9][C:10]([C@H:12]3[O:16][C:15](=[O:17])[NH:14][CH2:13]3)=[CH:11][C:5]=2[CH2:4][O:3]1.[H-].[Na+].Br[CH2:22][CH2:23][CH2:24][CH2:25][CH2:26][CH2:27][O:28][CH2:29][CH2:30][OH:31].P([O-])([O-])([O-])=O>CN(C=O)C.O>[CH3:1][C:2]1([CH3:18])[O:7][C:6]2[CH:8]=[CH:9][C:10]([C@H:12]3[O:16][C:15](=[O:17])[N:14]([CH2:22][CH2:23][CH2:24][CH2:25][CH2:26][CH2:27][O:28][CH2:29][CH2:30][OH:31])[CH2:13]3)=[CH:11][C:5]=2[CH2:4][O:3]1 |f:1.2|. Procedure details: A solution of (5R)-5-(2,2-dimethyl-4H-1,3-benzodioxin-6-yl)-1,3-oxazolidin-2-one (1.067 g) in DMF (10 ml) under nitrogen was treated with sodium hydride (60% dispersion in mineral oil, 222 mg) and the mixture was stirred at 200 for 15 min. A solution of 2-[(6-bromohexyl)oxy]ethanol (1.157 g) in DMF (1 ml) was added and the mixture was stirred at 20° for 3.5 h. Phosphate buffer solution (pH 6.5, 20 ml) and water (30 ml) were added. The mixture was extracted with EtOAc (2×20 ml) and the combined e... Starting materials: BrC=1C=CC(=NC1)COC1=CC(N(N=C1)C1OCCCC1)=O (5-(5-Bromo-pyridin-2-ylmethoxy)-2-(tetrahydro-pyran-2-yl)-2H-pyridazin-3-one), OC1=CC(N(N=C1)C1OCCCC1)=O (5-Hydroxy-2-(tetrahydro-pyran-2-yl)-2H-pyridazin-3-one), Br.BrCC1=NC=CC=C1 (2-bromomethyl-pyridine hydro-bromide). The product is N1=C(C=CC=C1)COC1=CC(N(N=C1)C1OCCCC1)=O (5-(Pyridin-2-ylmethoxy)-2-(tetrahydro-pyran-2-yl)-2H-pyridazin-3-one). Reaction SMILES: Br[C:2]1[CH:3]=[CH:4][C:5]([CH2:8][O:9][C:10]2[CH:15]=[N:14][N:13]([CH:16]3[CH2:21][CH2:20][CH2:19][CH2:18][O:17]3)[C:12](=[O:22])[CH:11]=2)=[N:6][CH:7]=1.OC1C=NN(C2CCCCO2)C(=O)C=1.Br.BrCC1C=CC=CN=1>>[N:6]1[CH:7]=[CH:2][CH:3]=[CH:4][C:5]=1[CH2:8][O:9][C:10]1[CH:15]=[N:14][N:13]([CH:16]2[CH2:21][CH2:20][CH2:19][CH2:18][O:17]2)[C:12](=[O:22])[CH:11]=1 |f:2.3|. Procedure: 5-(Pyridin-2-ylmethoxy)-2-(tetrahydro-pyran-2-yl)-2H-pyridazin-3-one is prepared following preparation 25a from 2.00 g (10.2 mmol) 5-hydroxy-2-(tetrahydro-pyran-2-yl)-2H-pyridazin-3-one (preparation 5a) and 2.58 g (10.2 mmol) 2-bromomethyl-pyridine hydro-bromide.